Dataset: the Open Reaction Database (ORD), a public repository of structured organic reaction records. Task: describe an organic reaction: reactants, conditions, products, and yield Starting materials: CCOC(=O)COc1cc(F)c(N2CCOCC2)cc1C(=O)NCc1ccc(Br)cc1F, CCO, [Na+], [OH-]. Yields the product O=C(O)COc1cc(F)c(N2CCOCC2)cc1C(=O)NCc1ccc(Br)cc1F. Reaction SMILES: [CH2:1]([CH3:2])[O:3][C:4]([CH2:5][O:6][c:7]1[c:8]([C:20]([NH:21][CH2:22][c:23]2[c:24]([F:30])[cH:25][c:26]([Br:29])[cH:27][cH:28]2)=[O:31])[cH:9][c:10]([N:14]2[CH2:15][CH2:16][O:17][CH2:18][CH2:19]2)[c:11]([F:13])[cH:12]1)=[O:32].[CH3:35][CH2:36][OH:37].[Na+:34].[OH-:33]>>[O:3]=[C:4]([CH2:5][O:6][c:7]1[c:8]([C:20]([NH:21][CH2:22][c:23]2[c:24]([F:30])[cH:25][c:26]([Br:29])[cH:27][cH:28]2)=[O:31])[cH:9][c:10]([N:14]2[CH2:15][CH2:16][O:17][CH2:18][CH2:19]2)[c:11]([F:13])[cH:12]1)[OH:32]. The reactants are Cl.N(N)C=1C=CC2=C(C(=CS2)C2=CC=CC=C2)C1 (5-hydrazino-3-phenylbenzothiophene hydrochloride), C(C)(C)N1CCC(CC1)=O (1-isopropyl-4-piperidone), Cl (hydrogen chloride). The solvent is C(C)(C)O (isopropanol). Product: C(C)(C)N1CC2=C(NC3=CC=C4C(=C23)C(=CS4)C4=CC=CC=C4)CC1 (9-Isopropyl-1-phenyl-7,8,9,10-tetrahydrothieno[3,2-e]pyrido[4,3-b]indole). RXN SMILES: Cl.[NH:2]([C:4]1[CH:5]=[CH:6][C:7]2[S:11][CH:10]=[C:9]([C:12]3[CH:17]=[CH:16][CH:15]=[CH:14][CH:13]=3)[C:8]=2[CH:18]=1)N.[CH:19]([N:22]1[CH2:27][CH2:26][C:25](=O)[CH2:24][CH2:23]1)([CH3:21])[CH3:20].Cl>C(O)(C)C>[CH:19]([N:22]1[CH2:27][CH2:26][C:25]2[NH:2][C:4]3[C:18]([C:24]=2[CH2:23]1)=[C:8]1[C:9]([C:12]2[CH:17]=[CH:16][CH:15]=[CH:14][CH:13]=2)=[CH:10][S:11][C:7]1=[CH:6][CH:5]=3)([CH3:21])[CH3:20] |f:0.1|. Procedure: The compound is formed analogously to that described in Example 40, from 13.8 g of 5-hydrazino-3-phenylbenzothiophene hydrochloride and 7.5 g of 1-isopropyl-4-piperidone by boiling the starting materials in 120 ml of isopropanol containing hydrogen chloride for 4 hours. Melting point: 204° C. The reactants are O=C1NC=CC2=C1N=C(N2C2=C(C=C(C#N)C=C2)C(F)(F)F)CCC (4-(4-oxo-2-propyl-4,5-dihydroimidazo[4,5-c]-pyridin-1-yl)-3-trifluoromethylbenzonitrile), [OH-].[Na+] (sodium hydroxide), ClCCl.CO (dichloromethane methanol). Run in C(C)O (ethanol). The product is O=C1NC=CC2=C1N=C(N2C2=C(C=C(C(=O)O)C=C2)C(F)(F)F)CCC (4-(4-oxo-2-propyl-4,5-dihydroimidazo[4,5-c]pyridin-1-yl)-3-trifluoromethylbenzoic acid). Yield: 98.0%. Reaction SMILES: [O:1]=[C:2]1[C:7]2[N:8]=[C:9]([CH2:23][CH2:24][CH3:25])[N:10]([C:11]3[CH:18]=[CH:17][C:14]([C:15]#N)=[CH:13][C:12]=3[C:19]([F:22])([F:21])[F:20])[C:6]=2[CH:5]=[CH:4][NH:3]1.[OH-:26].[Na+].ClCCl.C[OH:32]>C(O)C>[O:1]=[C:2]1[C:7]2[N:8]=[C:9]([CH2:23][CH2:24][CH3:25])[N:10]([C:11]3[CH:18]=[CH:17][C:14]([C:15]([OH:32])=[O:26])=[CH:13][C:12]=3[C:19]([F:20])([F:21])[F:22])[C:6]=2[CH:5]=[CH:4][NH:3]1 |f:1.2,3.4|. Procedure: Prepared analogously to Example 1f from 4-(4-oxo-2-propyl-4,5-dihydroimidazo[4,5-c]-pyridin-1-yl)-3-trifluoromethylbenzonitrile and sodium hydroxide solution in ethanol. Yield: 98%; Rf value: 0.42 (silica gel: dichloromethane/methanol/glacial acetic acid=4:1:0.1).